From a dataset of the Open Reaction Database (ORD), a public repository of structured organic reaction records. describe an organic reaction: reactants, conditions, products, and yield Reactants: O=C1NC2=CC(=CC=C2CN1)C1=CCN(CC1)C(=O)OC(C)(C)C (tert-Butyl 4-(2-oxo-1,2,3,4-tetrahydroquinazolin-7-yl)-5,6-dihydropyridine-1(2H)-carboxylate), NC1=C(C#N)C=CC(=C1)Br (2-Amino-4-bromobenzonitrile), B([O-])[O-] (boronate). Product: NC=1C=C(C=CC1C#N)C1=CCN(CC1)C(=O)OC(C)(C)C (tert-Butyl 4-(3-amino-4-cyanophenyl)-5,6-dihydropyridine-1(2H)-carboxylate). The yield is 62.0%. RXN SMILES: O=C1[NH:11][CH2:10][C:9]2[C:4](=[CH:5][C:6]([C:12]3[CH2:17][CH2:16][N:15]([C:18]([O:20][C:21]([CH3:24])([CH3:23])[CH3:22])=[O:19])[CH2:14][CH:13]=3)=[CH:7][CH:8]=2)[NH:3]1.NC1C=C(Br)C=CC=1C#N.B([O-])[O-]>>[NH2:3][C:4]1[CH:5]=[C:6]([C:12]2[CH2:17][CH2:16][N:15]([C:18]([O:20][C:21]([CH3:24])([CH3:23])[CH3:22])=[O:19])[CH2:14][CH:13]=2)[CH:7]=[CH:8][C:9]=1[C:10]#[N:11]. Procedure details: Following the same procedure adopted for the synthesis of 22, the reaction of nitrile 11 with boronic ester 21 afforded the title compound 24 as an off-white solid (62%). IR (KBr) νmax. cm−1: 3421, 3318 (NH2), 3072 (Ar—H), 2247 (CN), 1691 (C═O), 1616, 1510, 1412 (C═C). 1H-NMR (500 MHz, CDCl3) δ=1.49 (s, 9H, (CH3)3C); 1.71 (br. s, 2H, CH2); 2.45 (br. s, 2H, CH2); 3.61 (m, 2H, CH2); 4.07 (s, 2H CH2); 4.43 (br. s, 2H, NH2); 6.10 (br. s, 1H, CH); 6.71 (d, J=2.2 Hz, 1H, H-2); 6.75 (dd, 1H, J=2.3, 8.6... Reactants: N(=[N+]=[N-])C1=CC=NC=2N(C(N(C(C21)=O)C)=O)C (5-azido-1,3-dimethylpyrido[2,3-d]pyrimidine-2,4-dione), C (charcoal). The reagents and catalysts are [Pd] (Pd-C). Run in CO (methanol). Product: NC1=CC=NC=2N(C(N(C(C21)=O)C)=O)C (5-amino-1,3-dimethylpyrido[2,3-d]pyrimidine-2,4-dione). Isolated yield 73.7%. RXN SMILES: [N:1]([C:4]1[C:13]2[C:12](=[O:14])[N:11]([CH3:15])[C:10](=[O:16])[N:9]([CH3:17])[C:8]=2[N:7]=[CH:6][CH:5]=1)=[N+]=[N-].C>CO.[Pd]>[NH2:1][C:4]1[C:13]2[C:12](=[O:14])[N:11]([CH3:15])[C:10](=[O:16])[N:9]([CH3:17])[C:8]=2[N:7]=[CH:6][CH:5]=1. Procedure details: 1.33 g of Compound 3 was dissolved in 400 ml of methanol and reduced in the presence of 300 mg of Pd-C. Activated charcoal powder was added, and the solution was heated and filtered. The filtrate was distilled under reduced pressure and ethanol added thereto. The resulting crude crystals were separated by filtration and recrystallized from ethanol to give 0.87 g of 5-amino-1,3-dimethylpyrido[2,3-d]pyrimidine-2,4-dione (Compound 4).